This data is from the Open Reaction Database (ORD), a public repository of structured organic reaction records. The task is: describe an organic reaction: reactants, conditions, products, and yield The reactants are C(C1=CC=CC=C1)OC(CN([C@H](C)C1=CC=CC=C1)CCC=C)=O ((R)-[but-3-enyl-(1-phenyl-ethyl)-amino]-acetic acid benzyl ester), [Li+].CC(C)[N-]C(C)C (LDA). Reagents/catalysts: [Br-].[Zn+2].[Br-] (zinc bromide). Reaction conditions: temperature 0 celsius. The product is C[C@@H]1[C@@H](N(CC1)C(C)C1=CC=CC=C1)C(=O)OCC1=CC=CC=C1 (Benzyl (3S)-3-methyl-1-(1-phenylethyl)-D-prolinate). RXN SMILES: [CH2:1]([O:8][C:9](=[O:24])[CH2:10][N:11]([CH2:20][CH2:21][CH:22]=[CH2:23])[C@@H:12]([C:14]1[CH:19]=[CH:18][CH:17]=[CH:16][CH:15]=1)[CH3:13])[C:2]1[CH:7]=[CH:6][CH:5]=[CH:4][CH:3]=1.[Li+].CC([N-]C(C)C)C>[Br-].[Zn+2].[Br-]>[CH3:23][C@H:22]1[CH2:21][CH2:20][N:11]([CH:12]([C:14]2[CH:19]=[CH:18][CH:17]=[CH:16][CH:15]=2)[CH3:13])[C@H:10]1[C:9]([O:8][CH2:1][C:2]1[CH:3]=[CH:4][CH:5]=[CH:6][CH:7]=1)=[O:24] |f:1.2,3.4.5|. Procedure details: The title compound was prepared from (R)-[but-3-enyl-(1-phenyl-ethyl)-amino]-acetic acid benzyl ester essentially according to the cyclization protocol described in Karoyan, P.; Chassaing, G. Tetrahedron: Asymm. 1997, 8, 2025–2032 with the following modifications: LDA was added at −40° C., then the solution was warmed to 0° C. for 10 min, then re-cooled to −40° C. for the zinc bromide addition. The transmetallation step was omitted and the anion was quenched directly with 2:1 saturated NH4Cl:amm... The product is BrC=1C=C2C(=NC1)C(C1=NC=CC=C1CC2)C2CCN(CC2)C(=O)OCC (ethyl 4-(3-bromo-6,11-dihydro-5H-cyclohepta [2,1-b:4,5-b′]dipyridin-11-yl)-1-piperidinecarboxylate). RXN SMILES: N[C:2]1[CH:3]=[C:4]2[CH2:16][CH2:15][C:14]3[C:9](=[N:10][CH:11]=[CH:12][CH:13]=3)[CH:8]([CH:17]3[CH2:22][CH2:21][N:20]([C:23]([O:25][CH2:26][CH3:27])=[O:24])[CH2:19][CH2:18]3)[C:5]2=[N:6][CH:7]=1.[Br:28]Br.N([O-])=O.[Na+].[OH-].[Na+]>Br.O>[Br:28][C:2]1[CH:3]=[C:4]2[CH2:16][CH2:15][C:14]3[C:9](=[N:10][CH:11]=[CH:12][CH:13]=3)[CH:8]([CH:17]3[CH2:22][CH2:21][N:20]([C:23]([O:25][CH2:26][CH3:27])=[O:24])[CH2:19][CH2:18]3)[C:5]2=[N:6][CH:7]=1 |f:2.3,4.5|. Starting materials: N(=O)[O-].[Na+] (Sodium nitrite), [OH-].[Na+] (sodium hydroxide), NC=1C=C2C(=NC1)C(C1=NC=CC=C1CC2)C2CCN(CC2)C(=O)OCC (Ethyl 4-(3-amino-6,11-dihydro-5H-cyclohepta[2,1-b:4,5-b′]dipyridin-11-yl)-1-piperidinecarboxylate), BrBr (bromine). Procedure: Ethyl 4-(3-amino-6,11-dihydro-5H-cyclohepta[2,1-b:4,5-b′]dipyridin-11-yl)-1-piperidinecarboxylate ( 0.05 gm, 0.136 mmol) was dissolved in 4 ml of 48% hydrobromic acid. The reaction mixture was cooled to 0° C. and bromine (0.038 ml, 0.738 mmol) was added dropwise and stirred for 15 minutes. Sodium nitrite (0.028 gm, 0.408 mmol) was added, as a solution in 0.5 ml of water, dropwise over 15 minutes. The reaction was stirred at 0° C. for 3-4 hours. The reaction mixture was basified to pH 10 with 10%... Run at temperature 0 celsius, time 15 minute. Solvent: O (water), Br (hydrobromic acid). Isolated yield 59.8%. As a reaction SMILES: [Al+3:19].[C:26](=[O:27])([OH:28])[O-:29].[CH2:36]([N:37]1[CH2:38][CH2:39][O:40][CH2:41][CH2:42]1)[CH3:43].[Cl-:24].[H-:18].[H-:21].[H-:22].[H-:23].[Li+:20].[NH4+:25].[Na+:30].[O:31]1[CH2:32][CH2:33][CH2:34][CH2:35]1.[OH:1][c:2]1[cH:3][cH:4][c:5]2[c:6]([cH:17]1)[S:7][c:8]1[c:9]([cH:13][cH:14][cH:15][cH:16]1)[C:10](=[O:12])[NH:11]2>>[OH:1][c:2]1[cH:3][cH:4][c:5]2[c:6]([cH:17]1)[S:7][c:8]1[c:9]([cH:13][cH:14][cH:15][cH:16]1)[CH2:10][NH:11]2. The reactants are [Al+3], O=C([O-])O, CCN1CCOCC1, [Cl-], [H-], [H-], [H-], [H-], [Li+], [NH4+], [Na+], C1CCOC1, O=C1Nc2ccc(O)cc2Sc2ccccc21. Product: Oc1ccc2c(c1)Sc1ccccc1CN2. Reactants: C(C)(C)(C)OC(N(CC)CCOC1=CC=C(C=C1)N)=O ([2-(4-amino-phenoxy)-ethyl]-ethyl-carbamic acid tert-butyl ester), C(=S)(N1C=NC=C1)N1C=NC=C1 (Thiocarbonyldiimidazole), ice water. The solvent is CN(C=O)C (dimethylformamide), CN(C=O)C (dimethylformamide). Run at temperature -15 celsius, time 90 minute. Yields the product C(C)(C)(C)OC(N(CCOC1=CC=C(C=C1)N=C=S)CC)=O (ethyl-[2-(4-isothiocyanato-phenoxy)-ethyl]-carbamic acid tert-butyl ester). The yield is 59.8%. RXN SMILES: [C:1](N1C=CN=C1)(N1C=CN=C1)=[S:2].[C:13]([O:17][C:18](=[O:32])[N:19]([CH2:22][CH2:23][O:24][C:25]1[CH:30]=[CH:29][C:28]([NH2:31])=[CH:27][CH:26]=1)[CH2:20][CH3:21])([CH3:16])([CH3:15])[CH3:14]>CN(C)C=O>[C:13]([O:17][C:18](=[O:32])[N:19]([CH2:20][CH3:21])[CH2:22][CH2:23][O:24][C:25]1[CH:26]=[CH:27][C:28]([N:31]=[C:1]=[S:2])=[CH:29][CH:30]=1)([CH3:14])([CH3:15])[CH3:16]. Procedure details: Thiocarbonyldiimidazole (438 mg, 2.46 mmol) (Aldrich) was dissolved in dimethylformamide (10 mL) and the solution was cooled to −15° C. A solution [2-(4-amino-phenoxy)-ethyl]-ethyl-carbamic acid tert-butyl ester (750 mg, 2.35 mmol) (from step C above) in dimethylformamide (25 mL) was added dropwise, stirred at room temperature for 90 minutes and poured into ice/water. After stirring 30 minutes the precipitate was filtered off, washed with water, and dried under high vacuum to give 453 mg (53%) o... Starting materials: [N+](=O)([O-])C1=CC2=C(CCC(CC2=O)C#N)C=C1 (3-nitro-5-oxo-6,7,8,9-tetrahydro [5H] benzocycloheptene-7-carbonitrile), O1CCCC1 (tetrahydrofuran), B#B (diborane), [BH4-].[Na+] (sodium borohydride). The solvent is COCCOCCOC (diglyme), COCCOCCOC (diglyme). Reaction conditions: temperature 50 celsius, time 10 minute. Product: [N+](=O)([O-])C1=CC2=C(CCC(CC2O)CN)C=C1 (3-nitro-7-aminomethyl-6,7,8,9-tetrahydro [5H] benzocycloheptene-5-ol). Isolated yield 68.2%. As a reaction SMILES: [N+:1]([C:4]1[CH:17]=[CH:16][C:7]2[CH2:8][CH2:9][CH:10]([C:14]#[N:15])[CH2:11][C:12](=[O:13])[C:6]=2[CH:5]=1)([O-:3])=[O:2].O1CCCC1.B#B.[BH4-].[Na+]>COCCOCCOC>[N+:1]([C:4]1[CH:17]=[CH:16][C:7]2[CH2:8][CH2:9][CH:10]([CH2:14][NH2:15])[CH2:11][CH:12]([OH:13])[C:6]=2[CH:5]=1)([O-:3])=[O:2] |f:3.4|. Reported procedure: 20 g of 3-nitro-5-oxo-6,7,8,9-tetrahydro [5H] benzocycloheptene-7-carbonitrile were added under nitrogen to 200 ml of anhydrous tetrahydrofuran and diborane [prepared by introducing a solution of 23 g of sodium borohydride in 640 ml of diglyme at 20° C. over 4 hours into a solution of 118 g of a ether-boron trifluoride complex in 250 ml of diglyme (J.A.C.S., Vol. 82 (1960), p. 685] was bubbled into the mixture for 30 minutes at room temperature. The mixture was then heated for 31/2 hours on a ba... Starting materials: CCO, COc1cc2c(c3c1OC(C)(C)C3)C(c1ccccc1)=NC(CN1C(=O)c3ccccc3C1=O)C2, NN, [Na+], [OH-], O, O. Yields the product COc1cc2c(c3c1OC(C)(C)C3)C(c1ccccc1)=NC(CN)C2. Reaction SMILES: [CH3:41][CH2:42][OH:43].[CH3:4][O:5][c:6]1[cH:7][c:8]2[c:13]([c:14]3[c:15]1[O:16][C:17]([CH3:19])([CH3:20])[CH2:18]3)[C:12]([c:21]1[cH:22][cH:23][cH:24][cH:25][cH:26]1)=[N:11][CH:10]([CH2:27][N:28]1[C:29](=[O:30])[c:31]3[c:32]([cH:33][cH:34][cH:35][cH:36]3)[C:37]1=[O:38])[CH2:9]2.[NH2:2][NH2:3].[Na+:40].[OH-:39].[OH2:1].[OH2:44]>>[CH3:4][O:5][c:6]1[cH:7][c:8]2[c:13]([c:14]3[c:15]1[O:16][C:17]([CH3:19])([CH3:20])[CH2:18]3)[C:12]([c:21]1[cH:22][cH:23][cH:24][cH:25][cH:26]1)=[N:11][CH:10]([CH2:27][NH2:28])[CH2:9]2.